Dataset: the Open Reaction Database (ORD), a public repository of structured organic reaction records. Task: describe an organic reaction: reactants, conditions, products, and yield Starting materials: O=C([O-])[O-], Cc1cc(C)[nH]n1, CC#N, CN(C)C(=O)n1cnc(S(=O)(=O)Cl)n1, [K+], [K+]. Yields the product Cc1cc(C)n(S(=O)(=O)c2ncn(C(=O)N(C)C)n2)n1. Reaction SMILES: [C:22](=[O:23])([O-:24])[O-:25].[CH3:1][c:2]1[n:3][nH:4][c:5]([CH3:7])[cH:6]1.[CH3:28][C:29]#[N:30].[Cl:8][S:9](=[O:10])(=[O:11])[c:12]1[n:13][n:14]([C:17]([N:18]([CH3:19])[CH3:20])=[O:21])[cH:15][n:16]1.[K+:26].[K+:27]>>[CH3:1][c:2]1[n:3][n:4]([S:9](=[O:10])(=[O:11])[c:12]2[n:13][n:14]([C:17]([N:18]([CH3:19])[CH3:20])=[O:21])[cH:15][n:16]2)[c:5]([CH3:7])[cH:6]1.